From a dataset of the Open Reaction Database (ORD), a public repository of structured organic reaction records. describe an organic reaction: reactants, conditions, products, and yield Starting materials: NC[C@@H](C)N1N=C(C=C1)C1=CC(=C(C#N)C(=C1)F)F ((R)-4-(1-(1-aminopropan-2-yl)-1H-pyrazol-3-yl)-2,6-difluorobenzonitrile), NC=1SC=C(N1)C(=O)O (2-aminothiazole-4-carboxylic acid), C=1C=CC2=C(C1)N=NN2O (HOBt), CCN(C(C)C)C(C)C (DIPEA), CCN=C=NCCCN(C)C (EDCI). The solvent is C(Cl)Cl (DCM). Product: NC=1SC=C(N1)C(=O)NC[C@@H](C)N1N=C(C=C1)C1=CC(=C(C(=C1)F)C#N)F ((R)-2-amino-N-(2-(3-(4-cyano-3,5-difluorophenyl)-1H-pyrazol-1-yl)propyl)thiazole-4-carboxamide). Reaction SMILES: [NH2:1][CH2:2][C@H:3]([N:5]1[CH:9]=[CH:8][C:7]([C:10]2[CH:17]=[C:16]([F:18])[C:13]([C:14]#[N:15])=[C:12]([F:19])[CH:11]=2)=[N:6]1)[CH3:4].[NH2:20][C:21]1[S:22][CH:23]=[C:24]([C:26](O)=[O:27])[N:25]=1.C1C=CC2N(O)N=NC=2C=1.CCN(C(C)C)C(C)C.CCN=C=NCCCN(C)C>C(Cl)Cl>[NH2:20][C:21]1[S:22][CH:23]=[C:24]([C:26]([NH:1][CH2:2][C@H:3]([N:5]2[CH:9]=[CH:8][C:7]([C:10]3[CH:17]=[C:16]([F:18])[C:13]([C:14]#[N:15])=[C:12]([F:19])[CH:11]=3)=[N:6]2)[CH3:4])=[O:27])[N:25]=1. Reported procedure: The title compound was synthesized from (R)-4-(1-(1-aminopropan-2-yl)-1H-pyrazol-3-yl)-2,6-difluorobenzonitrile (380 mg, 1.45 mmol), 2-aminothiazole-4-carboxylic acid (217 mg, 1.5 mmol), HOBt (235 mg, 1.74 mmol), DIPEA (0.303 mL, 1.74 mmol) and EDCI (333 mg, 1.74 mmol) using DCM as solvent using the method of Example 34(d). Yield 92 mg. 1H NMR (400 MHz; CDCl3): δ 1.60 (d, 3H), 3.81 (m, 2H), 4.61 (m, 1H), 4.91 (s, 2H), 6.60 (d, 1H), 7.37 (s, 1H), 7.50 (d, 1H), 7.58 (m, 2H), 7.80 (m, 1H). Starting materials: [H-].[H-].[H-].[H-].[Li+].[Al+3] (LiAlH4), C1(=CC=CC=C1)S[C@H]1[C@@H](CC2=CC=CC=C12)NC(=O)OCC ((±) trans 1-(phenylthio)-2-ethoxycarbonylaminoindane). Solvent: C(C)OCC (diethyl ether), C(C)OCC (diethyl ether). Run at time 8 hour. Yields the product C1(=CC=CC=C1)S[C@H]1[C@@H](CC2=CC=CC=C12)NC ((±) trans 1-(Phenylthio)-2-methylaminoindane). Isolated yield 91.9%. As a reaction SMILES: [H-].[H-].[H-].[H-].[Li+].[Al+3].[C:7]1([S:13][C@@H:14]2[C:22]3[C:17](=[CH:18][CH:19]=[CH:20][CH:21]=3)[CH2:16][C@H:15]2[NH:23][C:24](OCC)=O)[CH:12]=[CH:11][CH:10]=[CH:9][CH:8]=1>C(OCC)C>[C:7]1([S:13][C@@H:14]2[C:22]3[C:17](=[CH:18][CH:19]=[CH:20][CH:21]=3)[CH2:16][C@H:15]2[NH:23][CH3:24])[CH:12]=[CH:11][CH:10]=[CH:9][CH:8]=1 |f:0.1.2.3.4.5|. Procedure details: To a stirred suspension of LiAlH4 (0.22 g, 5.7 mmol) in dry diethyl ether (10 ml) under nitrogen was added a solution of (±) trans 1-(phenylthio)-2-ethoxycarbonylaminoindane (0.36 g, 1.15 mmol) in diethyl ether (15 ml). After stirring overnight at room temperature the reaction was worked up as described in Preparation 4 to give the title compound as a brown oil (0.27 g) which was used in the next stage without purification. Starting materials: glacial acid, S(O)(O)(=O)=O (sulfuric acid), [N+](=O)([O-])C1=C(C=CC=C1)C(C)=O (2'-nitroacetophenone), C(C=O)(=O)O (glyoxylic acid), ice. Conditions: temperature 100 celsius. Yields the product [N+](=O)([O-])C1=C(C(=O)C=CC(=O)O)C=CC=C1 (3-(2-nitrobenzoyl)acrylic acid). Yield: 30.3%. RXN SMILES: S(=O)(=O)(O)O.[N+:6]([C:9]1[CH:14]=[CH:13][CH:12]=[CH:11][C:10]=1[C:15](=[O:17])[CH3:16])([O-:8])=[O:7].[C:18]([OH:22])(=[O:21])[CH:19]=O>>[N+:6]([C:9]1[CH:14]=[CH:13][CH:12]=[CH:11][C:10]=1[C:15]([CH:16]=[CH:19][C:18]([OH:22])=[O:21])=[O:17])([O-:8])=[O:7]. Procedure details: To a solution of 225 ml of glacial acid and 8.5 ml of concentrated sulfuric acid is added 49.54 g (0.30 mol) of 2'-nitroacetophenone and 47.02 g (0.50 mol) of glyoxylic acid (hydrated). The mixture is heated at 100° C. 16 hours. The mixture is cooled and poured over crushed ice. After the ice melts, the mixture is filtered and the solid washed with cold water. The solid is dried and recrystallized from dichloromethane-hexane to give 20.1 g of 3-(2-nitrobenzoyl)acrylic acid as white crystals, m.p... Starting materials: C1=CC=CC2=C1C=1NC3=CC=C(C=C3C1CS2)O (6,11-dihydro-5-thia-11-aza-benzo[a]fluoren-8-ol), N1=CC=CC=C1 (pyridine), C(=O)(C(C)(C)C)Cl (PivCl). Run in C(Cl)Cl (CH2Cl2). Yields the product C1=CC=CC2=C1C=1NC3=CC=C(C=C3C1CS2)OC(C(C)(C)C)=O (2,2-dimethyl-propionic acid 6,11-dihydro-5-thia-11-aza-benzo[a]fluoren-8-yl-ester). RXN SMILES: [CH:1]1[C:6]2[C:7]3[NH:8][C:9]4[C:14]([C:15]=3[CH2:16][S:17][C:5]=2[CH:4]=[CH:3][CH:2]=1)=[CH:13][C:12]([OH:18])=[CH:11][CH:10]=4.N1C=CC=CC=1.[C:25](Cl)([C:27]([CH3:30])([CH3:29])[CH3:28])=[O:26]>C(Cl)Cl>[CH:1]1[C:6]2[C:7]3[NH:8][C:9]4[C:14]([C:15]=3[CH2:16][S:17][C:5]=2[CH:4]=[CH:3][CH:2]=1)=[CH:13][C:12]([O:18][C:25](=[O:26])[C:27]([CH3:30])([CH3:29])[CH3:28])=[CH:11][CH:10]=4. Procedure details: 6,11-dihydro-5-thia-11-aza-benzo[a]fluoren-8-ol (1.01 g, 3.99 mmoL) in CH2Cl2 (5 mL) was treated with pyridine (0.387 mL, 4.788 mmoL) followed by PivCl (0.541 mL, 4.389 mmoL) at 0° C. The reaction mixture was slowly warmed to room temperature over 2 hours. The reaction mixture was then partitioned between CH2Cl2 and saturated NH4Cl. The aqueous phase was extracted two times with CH2Cl2. The organic layer from each extraction was combined, washed with water, brine, dried over anhydrous Na2SO4, fi... The reactants are C([O-])(O)=O.[Na+] (sodium bicarbonate), C([O-])(O)=O.[Na+] (sodium bicarbonate), BrC1=CN=C2N1C(=NC(=C2Br)C2=C(C=C(C=C2)Cl)Cl)O (3,8-Dibromo-7-(2,4-dichlorophenyl)imidazo[1,2-c]pyrimidin-5-ol), P(=O)(Cl)(Cl)Cl (phosphoryl chloride). Reagents/catalysts: [Cl-].C(C1=CC=CC=C1)[N+](CC)(CC)CC (benzyltriethylammonium chloride). The solvent is C(C)(=O)OCC (ethyl acetate). Run at temperature 120 celsius, time 12 hour. Yields the product BrC1=CN=C2N1C(=NC(=C2Br)C2=C(C=C(C=C2)Cl)Cl)Cl (3,8-Dibromo-5-chloro-7-(2,4-dichlorophenyl)imidazo[1,2-c]pyrimidine). As a reaction SMILES: [Br:1][C:2]1[N:6]2[C:7](O)=[N:8][C:9]([C:12]3[CH:17]=[CH:16][C:15]([Cl:18])=[CH:14][C:13]=3[Cl:19])=[C:10]([Br:11])[C:5]2=[N:4][CH:3]=1.P(Cl)(Cl)([Cl:23])=O.C(=O)(O)[O-].[Na+]>[Cl-].C([N+](CC)(CC)CC)C1C=CC=CC=1.C(OCC)(=O)C>[Br:1][C:2]1[N:6]2[C:7]([Cl:23])=[N:8][C:9]([C:12]3[CH:17]=[CH:16][C:15]([Cl:18])=[CH:14][C:13]=3[Cl:19])=[C:10]([Br:11])[C:5]2=[N:4][CH:3]=1 |f:2.3,4.5|. Reported procedure: 575 mg (1.3 mmol) of 3,8-dibromo-7-(2,4-dichlorophenyl)imidazo[1,2-c]pyrimidin-5-ol (Example 123A) are introduced into phosphoryl chloride (5 ml), 900 mg (4 mmol) of benzyltriethylammonium chloride are added, and the reaction mixture is stirred at 120° C. for 12 h. The reaction mixture is slowly poured, while stirring vigorously, into saturated sodium bicarbonate solution, and solid sodium bicarbonate (approx. 3 g) is added until a pH of 10 is reached. The mixture is stirred for 10 min, ethyl ac... Reactants: B, O=C([O-])O, C1CCOC1, COC(=O)c1ccc2c(C3CCCCC3)c3n(c2c1)CCOc1c(OCC(=O)N2CCCCC2)cccc1-3, Cl, [Na+], [Na+], C1CCOC1, [OH-], O. Product: COC(=O)c1ccc2c(C3CCCCC3)c3n(c2c1)CCOc1c(OCCN2CCCCC2)cccc1-3. Reaction SMILES: [BH3:39].[C:48](=[O:49])([O-:50])[OH:51].[CH2:40]1[O:41][CH2:42][CH2:43][CH2:44]1.[CH:1]1([c:7]2[c:8]3[c:9]([n:10]4[c:16]2-[c:15]2[c:14]([c:20]([O:21][CH2:22][C:23]([N:24]5[CH2:25][CH2:26][CH2:27][CH2:28][CH2:29]5)=[O:30])[cH:19][cH:18][cH:17]2)[O:13][CH2:12][CH2:11]4)[cH:31][c:32]([C:35](=[O:36])[O:37][CH3:38])[cH:33][cH:34]3)[CH2:2][CH2:3][CH2:4][CH2:5][CH2:6]1.[ClH:45].[Na+:47].[Na+:52].[O:53]1[CH2:54][CH2:55][CH2:56][CH2:57]1.[OH-:46].[OH2:58]>>[CH:1]1([c:7]2[c:8]3[c:9]([n:10]4[c:16]2-[c:15]2[c:14]([c:20]([O:21][CH2:22][CH2:23][N:24]5[CH2:25][CH2:26][CH2:27][CH2:28][CH2:29]5)[cH:19][cH:18][cH:17]2)[O:13][CH2:12][CH2:11]4)[cH:31][c:32]([C:35](=[O:36])[O:37][CH3:38])[cH:33][cH:34]3)[CH2:2][CH2:3][CH2:4][CH2:5][CH2:6]1.